Dataset: the Open Reaction Database (ORD), a public repository of structured organic reaction records. Task: describe an organic reaction: reactants, conditions, products, and yield The reactants are O=C(OCc1ccccc1)N1CCc2c(n(Cc3ccc(F)cc3)c3ccccc23)C1, CO, Cl, C1COCCO1. As a reaction SMILES: [CH2:1]([O:2][C:3](=[O:4])[N:11]1[CH2:12][c:13]2[n:14]([CH2:24][c:25]3[cH:26][cH:27][c:28]([F:31])[cH:29][cH:30]3)[c:15]3[cH:16][cH:17][cH:18][cH:19][c:20]3[c:21]2[CH2:22][CH2:23]1)[c:5]1[cH:6][cH:7][cH:8][cH:9][cH:10]1.[CH3:33][OH:34].[ClH:32].[O:35]1[CH2:36][CH2:37][O:38][CH2:39][CH2:40]1>>[ClH:32].[NH:11]1[CH2:12][c:13]2[n:14]([CH2:24][c:25]3[cH:26][cH:27][c:28]([F:31])[cH:29][cH:30]3)[c:15]3[cH:16][cH:17][cH:18][cH:19][c:20]3[c:21]2[CH2:22][CH2:23]1. Product: Cl, Fc1ccc(Cn2c3c(c4ccccc42)CCNC3)cc1. The reactants are C=CCC1(N)C2CC3CC1CC(O)(C3)C2, CO. Product: CCCC1(N)C2CC3CC1CC(O)(C3)C2. As a reaction SMILES: [CH2:1]([CH:2]=[CH2:3])[C:4]1([NH2:15])[CH:5]2[CH2:6][C:7]3([OH:14])[CH2:8][CH:9]([CH2:10][CH:11]1[CH2:12]3)[CH2:13]2.[CH3:16][OH:17]>>[CH2:1]([CH2:2][CH3:3])[C:4]1([NH2:15])[CH:5]2[CH2:6][C:7]3([OH:14])[CH2:8][CH:9]([CH2:10][CH:11]1[CH2:12]3)[CH2:13]2. Reactants: FC=1C=C(C=CC1O)B(O)O (3-fluoro-4-hydroxyphenylboronic acid), N1(C=NC=C1)CC=1C=CC(=NC1)Br (5-Imidazol-1-ylmethyl-2-bromopyridine). Product: FC1=C(C=CC(=C1)C1=NC=C(C=C1)CN1C=NC=C1)O (2-Fluoro-4-(5-imidazol-1-ylmethyl-pyridin-2-yl)-phenol). RXN SMILES: [F:1][C:2]1[CH:3]=[C:4](B(O)O)[CH:5]=[CH:6][C:7]=1[OH:8].[N:12]1([CH2:17][C:18]2[CH:19]=[CH:20][C:21](Br)=[N:22][CH:23]=2)[CH:16]=[CH:15][N:14]=[CH:13]1>>[F:1][C:2]1[CH:3]=[C:4]([C:21]2[CH:20]=[CH:19][C:18]([CH2:17][N:12]3[CH:16]=[CH:15][N:14]=[CH:13]3)=[CH:23][N:22]=2)[CH:5]=[CH:6][C:7]=1[OH:8]. Procedure details: Synthesized using 3-fluoro-4-hydroxyphenylboronic acid (196 mg, 2.00 mmol) and 1a (150 mg, 0.63 mmol) according to Method C. Yellow solid. Yield: 40 mg, 0.15 mmol, 24%. 1H NMR (500 MHz, DMSO-d6): δH (ppm): 5.25 (s, 2H), 6.92 (brs, 1H), 7.03 (t, J=8.8 Hz, 1H), 7.25 (t, J=1.2 Hz, 1H), 7.69 (dd, J=8.2, 2.2 Hz, 1H), 7.74 (ddd, J=8.5, 2.2, 0.6 Hz, 1H), 7.80 (brs, 1H), 7.83 (dd, J=13.0 Hz, 2.2 Hz, 1H), 7.87 (dd, J=8.2, 0.6 Hz, 1H), 8.57 (dd, J=2.2, 0.6 Hz, 1H), 10.2 (s, 1H); MS (ESI): m/z=270.12 [M+H]...